Dataset: the Open Reaction Database (ORD), a public repository of structured organic reaction records. Task: describe an organic reaction: reactants, conditions, products, and yield The reactants are CS(C)=O, NCc1ccc(C(F)(F)F)cc1, CC(C(=O)O)c1cccc2cnccc12, O=C(O)Cc1cccc2cnccc12. The product is CC(C(=O)NCc1ccc(C(F)(F)F)cc1)c1cccc2cnccc12. RXN SMILES: [CH3:42][S:43]([CH3:44])=[O:45].[F:1][C:2]([c:3]1[cH:4][cH:5][c:6]([CH2:7][NH2:8])[cH:9][cH:10]1)([F:11])[F:12].[cH:13]1[n:14][cH:15][cH:16][c:17]2[c:18]([CH:23]([C:24](=[O:25])[OH:26])[CH3:27])[cH:19][cH:20][cH:21][c:22]12.[cH:28]1[c:29]2[c:30]([c:31]([CH2:32][C:33]([OH:34])=[O:35])[cH:36][cH:37][cH:38]2)[cH:39][cH:40][n:41]1>>[F:1][C:2]([c:3]1[cH:4][cH:5][c:6]([CH2:7][NH:8][C:24]([CH:23]([c:18]2[c:17]3[cH:16][cH:15][n:14][cH:13][c:22]3[cH:21][cH:20][cH:19]2)[CH3:27])=[O:25])[cH:9][cH:10]1)([F:11])[F:12]. The reactants are ClC(=C(C)C)N(C)C ((1-Chloro-2-methyl-propenyl)-dimethyl-amine), NC=1C(=C(C(=O)O)C=CC1Cl)Cl (3-amino-2,4-dichloro-benzoic acid), N (NH3). Run in C1CCOC1 (THF). Run at time 8 hour. Yields the product NC=1C(=C(C(=O)N)C=CC1Cl)Cl (3-Amino-2,4-dichloro-benzamide). Reaction SMILES: ClC([N:6](C)C)=C(C)C.[NH2:9][C:10]1[C:11]([Cl:20])=[C:12]([CH:16]=[CH:17][C:18]=1[Cl:19])[C:13](O)=[O:14].N>C1COCC1>[NH2:9][C:10]1[C:11]([Cl:20])=[C:12]([CH:16]=[CH:17][C:18]=1[Cl:19])[C:13]([NH2:6])=[O:14]. Procedure details: (1-Chloro-2-methyl-propenyl)-dimethyl-amine (16.1 mL, 116 mmol) is added to 3-amino-2,4-dichloro-benzoic acid (20.0 g, 97.1 mmol) in THF (320 mL). After 4 h at rt the mixture is added dropwise to conc. NH3 (320 mL) and stirred at rt overnight. The reaction mixture is concentrated, cooled and filtered. The filtercake is dried to give the sub-title compound.